The task is: describe an organic reaction: reactants, conditions, products, and yield. This data is from the Open Reaction Database (ORD), a public repository of structured organic reaction records. The reactants are [Cl-].[Na+] (Sodium chloride), O-Benzotriazol-1-yl-N,N,N′N′-tetramethyluronium tetrafluoroborate, C(C)(C)N(CC)C(C)C (diisopropylethylamine), FC1=C(C=C(C=C1)CC1=NNC(C2=CC=CC=C12)=O)NC(=O)CN(CC(=O)O)C (N-[2-fluoro-5-(4-oxo-3,4-dihydrophthalazin-1-ylmethyl)phenylcarbamoylmethyl]-N-methylglycine). Run in CC(=O)N(C)C (dimethylacetamide), O (water). Run at time 1 hour. Product: FC1=C(C=C(C=C1)CC1=NNC(C2=CC=CC=C12)=O)N1C(CN(CC1=O)C)=O (1-[2-fluoro-5-(4-oxo-3,4-dihydrophthalazin-1-ylmethyl)phenyl]-4-methylpiperazine-2,6-dione). Isolated yield 71.8%. RXN SMILES: C(N(C(C)C)CC)(C)C.[F:10][C:11]1[CH:16]=[CH:15][C:14]([CH2:17][C:18]2[C:27]3[C:22](=[CH:23][CH:24]=[CH:25][CH:26]=3)[C:21](=[O:28])[NH:20][N:19]=2)=[CH:13][C:12]=1[NH:29][C:30]([CH2:32][N:33]([CH3:38])[CH2:34][C:35]([OH:37])=O)=[O:31].[Cl-].[Na+]>CC(N(C)C)=O.O>[F:10][C:11]1[CH:16]=[CH:15][C:14]([CH2:17][C:18]2[C:27]3[C:22](=[CH:23][CH:24]=[CH:25][CH:26]=3)[C:21](=[O:28])[NH:20][N:19]=2)=[CH:13][C:12]=1[N:29]1[C:30](=[O:31])[CH2:32][N:33]([CH3:38])[CH2:34][C:35]1=[O:37] |f:2.3|. Procedure: O-Benzotriazol-1-yl-N,N,N′N′-tetramethyluronium tetrafluoroborate (0.108 g, 0.34 mmol) and diisopropylethylamine (0.074 g, 0.57 mmol) were added sequentially at ambient temperature to a stirred solution of N-[2-fluoro-5-(4-oxo-3,4-dihydrophthalazin-1-ylmethyl)phenylcarbamoylmethyl]-N-methylglycine (0.103 g, 0.26 mmol) in dimethylacetamide (1 ml), the mixture was stirred at ambient temperature for 1 hour, then it was diluted with water (10 ml). Sodium chloride (1 g) was added, the mixture was sti...